This data is from the Open Reaction Database (ORD), a public repository of structured organic reaction records. The task is: describe an organic reaction: reactants, conditions, products, and yield The reactants are CC(=O)N1CCc2ccc(N)cc21, CC(=O)O, O=C(Cl)C=Cc1ccccc1, CC(=O)N1CCc2ccc(NC3CCN(Cc4ccccc4)C3)cc21, O=C1CCN(Cc2ccccc2)C1, ClCCCl. The product is CC(=O)N1CCc2ccc(N(C(=O)C=Cc3ccccc3)C3CCN(Cc4ccccc4)C3)cc21. RXN SMILES: [C:39]([N:40]1[c:41]2[c:42]([cH:43][cH:44][c:45]([NH2:46])[cH:47]2)[CH2:48][CH2:49]1)(=[O:50])[CH3:51].[C:52]([OH:53])(=[O:54])[CH3:55].[C:56]([CH:57]=[CH:58][c:59]1[cH:60][cH:61][cH:62][cH:63][cH:64]1)(=[O:65])[Cl:66].[CH2:1]([c:2]1[cH:3][cH:4][cH:5][cH:6][cH:7]1)[N:8]1[CH2:9][CH:10]([NH:13][c:14]2[cH:15][cH:16][c:17]3[c:21]([cH:22]2)[N:20]([C:23]([CH3:24])=[O:25])[CH2:19][CH2:18]3)[CH2:11][CH2:12]1.[CH2:26]([N:27]1[CH2:28][CH2:29][C:30](=[O:31])[CH2:32]1)[c:33]1[cH:34][cH:35][cH:36][cH:37][cH:38]1.[Cl:67][CH2:68][CH2:69][Cl:70]>>[CH2:1]([c:2]1[cH:3][cH:4][cH:5][cH:6][cH:7]1)[N:8]1[CH2:9][CH:10]([N:13]([c:14]2[cH:15][cH:16][c:17]3[c:21]([cH:22]2)[N:20]([C:23]([CH3:24])=[O:25])[CH2:19][CH2:18]3)[C:56]([CH:57]=[CH:58][c:59]2[cH:60][cH:61][cH:62][cH:63][cH:64]2)=[O:65])[CH2:11][CH2:12]1. Reactants: O=C([O-])[O-], CCc1cn(N)c2ccc(C(F)(F)F)nc12, Cc1nc(-c2nccs2)ncc1C(=O)O, [Na+], [Na+], CN(C)C=O. Yields the product CCc1cn(NC(=O)c2cnc(-c3nccs3)nc2C)c2ccc(C(F)(F)F)nc12. As a reaction SMILES: [C:37](=[O:38])([O-:39])[O-:40].[CH2:16]([CH3:17])[c:18]1[cH:19][n:20]([NH2:31])[c:21]2[c:22]1[n:23][c:24]([C:27]([F:28])([F:29])[F:30])[cH:25][cH:26]2.[CH3:1][c:2]1[n:3][c:4](-[c:11]2[s:12][cH:13][cH:14][n:15]2)[n:5][cH:6][c:7]1[C:8](=[O:9])[OH:10].[Na+:41].[Na+:42].[O:32]=[CH:33][N:34]([CH3:35])[CH3:36]>>[CH3:1][c:2]1[n:3][c:4](-[c:11]2[s:12][cH:13][cH:14][n:15]2)[n:5][cH:6][c:7]1[C:8](=[O:10])[NH:31][n:20]1[cH:19][c:18]([CH2:16][CH3:17])[c:22]2[c:21]1[cH:26][cH:25][c:24]([C:27]([F:28])([F:29])[F:30])[n:23]2. Starting materials: COc1ccc(C(=O)O)cc1OC, Cl, Nc1cc(NC(=O)c2ccccc2)ccc1Cl, O=P(Cl)(Cl)Cl, c1ccncc1. Product: COc1ccc(C(=O)Nc2cc(NC(=O)c3ccccc3)ccc2Cl)cc1OC. Reaction SMILES: [CH3:6][O:7][c:8]1[cH:9][cH:10][c:11]([C:16]([OH:17])=[O:18])[cH:12][c:13]1[O:14][CH3:15].[ClH:36].[NH2:19][c:20]1[cH:21][c:22]([NH:27][C:28]([c:29]2[cH:30][cH:31][cH:32][cH:33][cH:34]2)=[O:35])[cH:23][cH:24][c:25]1[Cl:26].[P:1]([Cl:2])([Cl:3])([Cl:4])=[O:5].[cH:37]1[cH:38][cH:39][n:40][cH:41][cH:42]1>>[CH3:6][O:7][c:8]1[cH:9][cH:10][c:11]([C:16](=[O:18])[NH:19][c:20]2[cH:21][c:22]([NH:27][C:28]([c:29]3[cH:30][cH:31][cH:32][cH:33][cH:34]3)=[O:35])[cH:23][cH:24][c:25]2[Cl:26])[cH:12][c:13]1[O:14][CH3:15]. Procedure details: 1.5 g (5.6 mmol) of (S)-2-amino-N-(3-phenylpropan-1-ol-2-yl)benzamide (intermediate 4a) were reacted with 2-naphthylsulfonyl chloride by the method of procedure 4b. 0.67 g of the product was obtained. As a reaction SMILES: [NH2:1][C:2]1[CH:20]=[CH:19][CH:18]=[CH:17][C:3]=1[C:4]([NH:6][C@@H:7]([CH2:10][C:11]1[CH:16]=[CH:15][CH:14]=[CH:13][CH:12]=1)[CH2:8][OH:9])=[O:5].[CH:21]1[C:30]2[C:25](=[CH:26][CH:27]=[CH:28][CH:29]=2)[CH:24]=[CH:23][C:22]=1[S:31](Cl)(=[O:33])=[O:32]>>[CH:21]1[C:30]2[C:25](=[CH:26][CH:27]=[CH:28][CH:29]=2)[CH:24]=[CH:23][C:22]=1[S:31]([NH:1][C:2]1[CH:20]=[CH:19][CH:18]=[CH:17][C:3]=1[C:4]([NH:6][C@@H:7]([CH2:10][C:11]1[CH:12]=[CH:13][CH:14]=[CH:15][CH:16]=1)[CH2:8][OH:9])=[O:5])(=[O:32])=[O:33]. Starting materials: NC1=C(C(=O)N[C@H](CO)CC2=CC=CC=C2)C=CC=C1 ((S)-2-amino-N-(3-phenylpropan-1-ol-2-yl)benzamide), NC1=C(C(=O)N[C@H](CO)CC2=CC=CC=C2)C=CC=C1 ((S)-2-amino-N-(3-phenylpropan-1-ol-2-yl)benzamide), C1=C(C=CC2=CC=CC=C12)S(=O)(=O)Cl (2-naphthylsulfonyl chloride). The product is C1=C(C=CC2=CC=CC=C12)S(=O)(=O)NC1=C(C(=O)N[C@H](CO)CC2=CC=CC=C2)C=CC=C1 ((S)-2-(2-Naphthyl)sulfonamido-N-(3-phenylpropan-1-ol-2-yl)benzamide). Starting materials: ClCOC(N(C[C@H]1CN(C(O1)=O)C1=CC(=C(C=C1)C1CCS(CC1)(=O)=O)F)C(C)=O)=O ((R)-acetyl-{3-[4-(1,1-dioxo-hexahydro-1λ6-thiopyran-4-yl)-3-fluoro-phenyl]-2-oxo-oxazolidin-5-ylmethyl}-carbamic acid chloromethyl ester), [I-].[Na+] (sodium iodide), [Cs] (cesium), C(=O)(OC(C)(C)C)N1CCC(C(=O)O)CC1 (N-BOC-isonipecotic acid). The solvent is C(C)#N (acetonitrile). The product is C(C)(C)(C)OC(=O)N1CCC(CC1)C(=O)OCOC(N(C[C@H]1CN(C(O1)=O)C1=CC(=C(C=C1)C1CCS(CC1)(=O)=O)F)C(C)=O)=O ((R)-piperidine-1,4-dicarboxylic acid 4-[(acetyl-{3-[4-(1,1-dioxo-hexahydro-1λ6-thiopyran-4-yl)-3-fluoro-phenyl]-2-oxo-oxazolidin-5-ylmethyl}-carbamoyloxy)-methyl] ester 1-tert-butyl ester). Isolated yield 72.0%. As a reaction SMILES: Cl[CH2:2][O:3][C:4](=[O:31])[N:5]([C:28](=[O:30])[CH3:29])[CH2:6][C@@H:7]1[O:11][C:10](=[O:12])[N:9]([C:13]2[CH:18]=[CH:17][C:16]([CH:19]3[CH2:24][CH2:23][S:22](=[O:26])(=[O:25])[CH2:21][CH2:20]3)=[C:15]([F:27])[CH:14]=2)[CH2:8]1.[I-].[Na+].[Cs].[C:35]([N:42]1[CH2:50][CH2:49][CH:45]([C:46]([OH:48])=[O:47])[CH2:44][CH2:43]1)([O:37][C:38]([CH3:41])([CH3:40])[CH3:39])=[O:36]>C(#N)C>[C:38]([O:37][C:35]([N:42]1[CH2:50][CH2:49][CH:45]([C:46]([O:48][CH2:2][O:3][C:4](=[O:31])[N:5]([C:28](=[O:30])[CH3:29])[CH2:6][C@@H:7]2[O:11][C:10](=[O:12])[N:9]([C:13]3[CH:18]=[CH:17][C:16]([CH:19]4[CH2:24][CH2:23][S:22](=[O:26])(=[O:25])[CH2:21][CH2:20]4)=[C:15]([F:27])[CH:14]=3)[CH2:8]2)=[O:47])[CH2:44][CH2:43]1)=[O:36])([CH3:41])([CH3:39])[CH3:40] |f:1.2,^1:33|. Procedure: To (R)-acetyl-{3-[4-(1,1-dioxo-hexahydro-1λ6-thiopyran-4-yl)-3-fluoro-phenyl]-2-oxo-oxazolidin-5-ylmethyl}-carbamic acid chloromethyl ester (10) (751.8 mg, 1.58 mmol) and sodium iodide (236.0 mg, 1.58 mmol) in acetonitrile (30 mL), is added the cesium salt of N-BOC-isonipecotic acid (884.2 mg, 2.45 mmol). The mixture is heated to reflux overnight. After cooling to RT, the mixture is filtered and washed with dichloromethane. The filtrate is diluted with CH2Cl2 and water and the layers are separat... Reactants: O=C([O-])[O-], C=CCBr, CCCCCCC(C)(C)c1ccc(C2CCCNC2)c(O)c1, C=CCOc1cc(C(C)(C)CCCCCC)ccc1C1CCCN(CC=C)C1, CCO, [K+], [K+]. RXN SMILES: [C:23](=[O:24])([O-:25])[O-:26].[CH2:29]([Br:30])[CH:31]=[CH2:32].[CH3:1][C:2]([c:3]1[cH:4][cH:5][c:6]([CH:7]2[CH2:8][CH2:9][CH2:10][NH:11][CH2:12]2)[c:13]([OH:14])[cH:15]1)([CH3:16])[CH2:17][CH2:18][CH2:19][CH2:20][CH2:21][CH3:22].[CH3:33][C:34]([CH2:35][CH2:36][CH2:37][CH2:38][CH2:39][CH3:40])([CH3:41])[c:42]1[cH:43][c:44]([O:57][CH2:58][CH:59]=[CH2:60])[c:45]([CH:48]2[CH2:49][N:50]([CH2:54][CH:55]=[CH2:56])[CH2:51][CH2:52][CH2:53]2)[cH:46][cH:47]1.[CH3:61][CH2:62][OH:63].[K+:27].[K+:28]>>[CH3:33][C:34]([CH2:35][CH2:36][CH2:37][CH2:38][CH2:39][CH3:40])([CH3:41])[c:42]1[cH:43][c:44]([OH:57])[c:45]([CH:48]2[CH2:49][N:50]([CH2:54][CH:55]=[CH2:56])[CH2:51][CH2:52][CH2:53]2)[cH:46][cH:47]1. Yields the product C=CCN1CCCC(c2ccc(C(C)(C)CCCCCC)cc2O)C1. Starting materials: OC=1C(=C(C(=O)CCC(=O)O)C=CC1)C (3-(3-hydroxy-2-methylbenzoyl)propionic acid), O.NN (hydrazine hydrate), Example 3 ( i ). Product: OC=1C(=C(C=CC1)C=1CCC(NN1)=O)C (6-(3-hydroxy-2-methylphenyl)-4,5-dihydro-3(2H)-pyridazinone). RXN SMILES: [OH:1][C:2]1[C:3]([CH3:15])=[C:4]([CH:12]=[CH:13][CH:14]=1)[C:5]([CH2:7][CH2:8][C:9](O)=[O:10])=O.O.[NH2:17][NH2:18]>>[OH:1][C:2]1[C:3]([CH3:15])=[C:4]([C:5]2[CH2:7][CH2:8][C:9](=[O:10])[NH:17][N:18]=2)[CH:12]=[CH:13][CH:14]=1 |f:1.2|. Procedure: 3-(3-hydroxy-2-methylbenzoyl)propionic acid was cydised with hydrazine hydrate in a similar manner to that described in Example 3 (i) to give 6-(3-hydroxy-2-methylphenyl)-4,5-dihydro-3(2H)-pyridazinone. Starting materials: Cc1csc(CC(=O)O)c1, O=S(Cl)Cl. The product is Cc1csc(CC(=O)Cl)c1. Reaction SMILES: [CH3:1][c:2]1[cH:3][c:4]([CH2:7][C:8](=[O:9])[OH:10])[s:5][cH:6]1.[S:11]([Cl:12])([Cl:13])=[O:14]>>[CH3:1][c:2]1[cH:3][c:4]([CH2:7][C:8](=[O:10])[Cl:13])[s:5][cH:6]1. Reactants: ClC1=CC=C(C=C1)CN1C=2N(C(C=3N=CNC13)=O)CCN2 (4-[(4-Chlorophenyl)methyl]-6,7-dihydro-3H-imidazo-[1,2-a]purin -9(4H)-one), CI (methyl iodide), O (water), [OH-].[Na+] (sodium hydroxide). The solvent is C(C)O (ethanol). Run at time 48 hour. Yields the product ClC1=CC=C(C=C1)CN1C=2N(C(C=3N(C=NC13)C)=O)CCN2 (4-[(4-Chlorophenyl)Methyl]-6,7-Dihydro-1-Methyl-1H-Imidazo[1,2-a]Purin-9(4H)-One). As a reaction SMILES: [Cl:1][C:2]1[CH:7]=[CH:6][C:5]([CH2:8][N:9]2[C:17]3[NH:16][CH:15]=[N:14][C:13]=3[C:12](=[O:18])[N:11]3[CH2:19][CH2:20][N:21]=[C:10]23)=[CH:4][CH:3]=1.O.[OH-].[Na+].[CH3:25]I>C(O)C>[Cl:1][C:2]1[CH:7]=[CH:6][C:5]([CH2:8][N:9]2[C:17]3[N:16]=[CH:15][N:14]([CH3:25])[C:13]=3[C:12](=[O:18])[N:11]3[CH2:19][CH2:20][N:21]=[C:10]23)=[CH:4][CH:3]=1 |f:2.3|. Procedure details: 4-[(4-Chlorophenyl)methyl]-6,7-dihydro-3H-imidazo-[1,2-a]purin -9(4H)-one (Procedure 3), 6.02 g. (0.02 mole), is dissolved with warming in a mixture of 100 ml. of water and 15 ml. of ethanol containing 1.0 g. (0.25 mole) of sodium hydroxide. Approximately 3 ml. (approximately a molar equivalent) of methyl iodide was added and the mixture was stirred for about 48 hrs. at room temperature. The precipitated solid was collected, air dried, and recrystallized from isopropanol, m.p. 182.5°-184.5°.